Dataset: the Open Reaction Database (ORD), a public repository of structured organic reaction records. Task: describe an organic reaction: reactants, conditions, products, and yield Starting materials: ClC1=CC=C(C=C1)S(=O)(=O)N=C=O (4-chlorobenzenesulfonylisocyanate), NC1=C(C(=O)O)C=CC=C1OC (2-amino-3-methoxybenzoic acid). Product: ClC1=CC=C(C=C1)S(=O)(=O)N1C(NC2=C(C=CC=C2C1=O)OC)=O (3-(4-chlorobenzenesulfonyl)-8-methoxy-2,4(1H,3H)-quinazolinedione). Isolated yield 83.9%. RXN SMILES: [Cl:1][C:2]1[CH:7]=[CH:6][C:5]([S:8]([N:11]=[C:12]=[O:13])(=[O:10])=[O:9])=[CH:4][CH:3]=1.[NH2:14][C:15]1[C:23]([O:24][CH3:25])=[CH:22][CH:21]=[CH:20][C:16]=1[C:17](O)=[O:18]>>[Cl:1][C:2]1[CH:3]=[CH:4][C:5]([S:8]([N:11]2[C:17](=[O:18])[C:16]3[C:15](=[C:23]([O:24][CH3:25])[CH:22]=[CH:21][CH:20]=3)[NH:14][C:12]2=[O:13])(=[O:9])=[O:10])=[CH:6][CH:7]=1. Procedure: 2.00 g (9.19 mmol) of 4-chlorobenzenesulfonylisocyanate and 1.40 g (8.38 mmol) of 2-amino-3-methoxybenzoic acid were treated in the same way as in Example 1 to obtain 2.58 g of the above-identified compound (yield 84.0%). Properties: colorless crystal, Melting point: 220°-222° C., PMR (δppm, DMSO-d6): 3.88 (3H,s), 7.16 (1H,t), 7.32 (1H,d), 7.43 (1H,d), 7.76 (2H,d), 8.17 (2H,d), 10.95 (1H,br). Reactants: COc1ccccc1CNC1=Nc2ccc(N)cc2CO1, CCOC(C)=O, O=C(Cl)C1CC1, O. Yields the product COc1ccccc1CNC1=Nc2ccc(NC(=O)C3CC3)cc2CO1. As a reaction SMILES: [CH3:1][O:2][c:3]1[c:4]([CH2:5][NH:6][C:7]2=[N:12][c:11]3[c:10]([cH:16][c:15]([NH2:17])[cH:14][cH:13]3)[CH2:9][O:8]2)[cH:18][cH:19][cH:20][cH:21]1.[CH3:28][CH2:29][O:30][C:31](=[O:32])[CH3:33].[CH:22]1([C:25](=[O:26])[Cl:27])[CH2:23][CH2:24]1.[OH2:34]>>[CH3:1][O:2][c:3]1[c:4]([CH2:5][NH:6][C:7]2=[N:12][c:11]3[c:10]([cH:16][c:15]([NH:17][C:25]([CH:22]4[CH2:23][CH2:24]4)=[O:26])[cH:14][cH:13]3)[CH2:9][O:8]2)[cH:18][cH:19][cH:20][cH:21]1. Reactants: [N+](=O)([O-])[O-].[Na+] (sodium nitrate), [OH-].[NH4+] (ammonium hydroxide), C1(=CC=CC=C1)C(=CCC1=CC=CC=C1)C1=C(C(=CC=C1)C(F)(F)F)N (2-(1,3-Diphenyl-propenyl)-6-trifluoromethyl-phenylamine), Cl (hydrochloric acid). Solvent: O (water), C(C)(=O)O (acetic acid). Run at temperature 40 celsius. The product is C(C1=CC=CC=C1)C=1N=NC2=C(C=CC=C2C1C1=CC=CC=C1)C(F)(F)F (3-Benzyl-4-phenyl-8-(trifluoromethyl)cinnoline). Reaction SMILES: [C:1]1([C:7]([C:16]2[CH:21]=[CH:20][CH:19]=[C:18]([C:22]([F:25])([F:24])[F:23])[C:17]=2[NH2:26])=[CH:8][CH2:9][C:10]2[CH:15]=[CH:14][CH:13]=[CH:12][CH:11]=2)[CH:6]=[CH:5][CH:4]=[CH:3][CH:2]=1.Cl.[N+:28]([O-])([O-])=O.[Na+].[OH-].[NH4+]>C(O)(=O)C.O>[CH2:9]([C:8]1[N:28]=[N:26][C:17]2[C:16]([C:7]=1[C:1]1[CH:6]=[CH:5][CH:4]=[CH:3][CH:2]=1)=[CH:21][CH:20]=[CH:19][C:18]=2[C:22]([F:24])([F:25])[F:23])[C:10]1[CH:15]=[CH:14][CH:13]=[CH:12][CH:11]=1 |f:2.3,4.5|. Procedure: 2-(1,3-Diphenyl-propenyl)-6-trifluoromethyl-phenylamine (0.08 g, 0.23 mmol) was dissolved in 5 mL of acetic acid, 4 mL of conc. hydrochloric acid in an ice bath. The mixture was treated with 2.5% of sodium nitrate in water. After addition the reaction was heated to ˜40° C. for 20 min, basified with ammonium hydroxide, and extracted with diethyl ether. The combined organics was dried over MgSO4 and concentrated. The material was purified by semi-preparative HPLC (Column: Phenomenex C18 Luna 2.1.6... The reactants are ( 6 ), C(C=C)OC1C(C2=CC(=CC=C2C1)OC)N=[N+]=[N-] ((1RS,2RS)-2-(allyloxy)-1-azido-6-methoxy-2,3-dihydro-1H-indene), ( 5 ), [H-].[H-].[H-].[H-].[Li+].[Al+3] (LiAlH4), S(=O)(=O)([O-])[O-].[Na+].[Na+] (sodium sulfate), Na2SO4.10H2O. Run in C1CCOC1 (THF). Run at time 10 minute. Yields the product C(C=C)O[C@H]1[C@@H](C2=CC(=CC=C2C1)OC)N (trans-2-(allyloxy)-6-methoxy-2,3-dihydro-1H-inden-1-amine), oil. As a reaction SMILES: [CH2:1]([O:4][CH:5]1[CH2:13][C:12]2[C:7](=[CH:8][C:9]([O:14][CH3:15])=[CH:10][CH:11]=2)[CH:6]1[N:16]=[N+]=[N-])[CH:2]=[CH2:3].[H-].[H-].[H-].[H-].[Li+].[Al+3].S([O-])([O-])(=O)=O.[Na+].[Na+]>C1COCC1>[CH2:1]([O:4][C@@H:5]1[CH2:13][C:12]2[C:7](=[CH:8][C:9]([O:14][CH3:15])=[CH:10][CH:11]=2)[C@H:6]1[NH2:16])[CH:2]=[CH2:3] |f:1.2.3.4.5.6,7.8.9|. Procedure: Step AA (6): To a solution of (1RS,2RS)-2-(allyloxy)-1-azido-6-methoxy-2,3-dihydro-1H-indene from Step AA (5) (71 mg) in THF (4 mL) at rt was added LiAlH4 (33 mg), and the resulting suspension was stirred at rt for 10 min. Five crystals of Na2SO4.10H2O was added followed by anhydrous sodium sulfate, and the reaction mixture was stirred at rt for 30 min and filtered through a pad of Celite. The filtrate was evaporated in vacuo to give the title compound as a slightly yellowish oil (53 mg). retent... The reactants are ClC=1C=CC(=C(C(=O)C2=NC=CC=C2C#N)C1)O (2-(5-chloro-2-hydroxybenzoyl)-3-cyanopyridine), Cl.C(C)(C)(C)ON (O-t-butylhydroxylamine hydrochloride), N1CCCC1 (pyrrolidine). Solvent: C(CC)O (n-propanol). Product: C(C)(C)(C)O\N=C(/N)\C=1C(=NC=CC1)C(C1=C(C=CC(=C1)Cl)O)=O ((Z)-2-(5-chloro-2-hydroxybenzoyl)-3-carbamoylpyridine O-t-butyloxime). The yield is 86.0%. Reaction SMILES: [Cl:1][C:2]1[CH:3]=[CH:4][C:5]([OH:18])=[C:6]([CH:17]=1)[C:7]([C:9]1[C:14]([C:15]#[N:16])=[CH:13][CH:12]=[CH:11][N:10]=1)=[O:8].Cl.[C:20]([O:24][NH2:25])([CH3:23])([CH3:22])[CH3:21].N1CCCC1>C(O)CC>[C:20]([O:24]/[N:25]=[C:15](/[C:14]1[C:9]([C:7](=[O:8])[C:6]2[CH:17]=[C:2]([Cl:1])[CH:3]=[CH:4][C:5]=2[OH:18])=[N:10][CH:11]=[CH:12][CH:13]=1)\[NH2:16])([CH3:23])([CH3:22])[CH3:21] |f:1.2|. Procedure: A mixture of 2-(5-chloro-2-hydroxybenzoyl)-3-cyanopyridine (217 mg), O-t-butylhydroxylamine hydrochloride (158 mg), pyrrolidine (149 mg) and n-propanol (4.0 ml) was heated for 30 minutes under reflux. The reaction mixture was poured into a saturated aqueous saline solution, which was subjected to extraction with ethyl acetate. The extract solution was washed successively with an aqueous solution of potassium hydrogensulfate and a saturated aqueous saline solution, dried (anhydrous sodium sulfate... Reactants: CC1=NC=C(C(=N1)NC1=C(C=C(C=C1C)C)C)S(=O)(=O)C1=CC=C(C#N)C=C1 (4-[2-methyl-4-(2,4,6-trimethyl-phenylamino)-pyrimidine-5-sulfonyl]-benzonitrile), C(=O)(O)[O-].[Na+] (NaHCO3), C(CN)N (ethylenediamine), CC=1C=CC(=CC1)S(=O)(=O)O.O (p-TsOH.H2O). The solvent is C1(=CC=CC=C1)C (toluene). Yields the product N1C(=NCC1)C1=CC=C(C=C1)S(=O)(=O)C=1C(=NC(=NC1)C)NC1=C(C=C(C=C1C)C)C ({5-[4-(4,5-Dihydro-1H-imidazol-2-yl)-benzenesulfonyl]-2-methyl-pyrimidin-4-yl}-(2,4,6-trimethylphenyl)-amine). Isolated yield 15.3%. Reaction SMILES: [CH3:1][C:2]1[N:7]=[C:6]([NH:8][C:9]2[C:14]([CH3:15])=[CH:13][C:12]([CH3:16])=[CH:11][C:10]=2[CH3:17])[C:5]([S:18]([C:21]2[CH:28]=[CH:27][C:24]([C:25]#[N:26])=[CH:23][CH:22]=2)(=[O:20])=[O:19])=[CH:4][N:3]=1.[CH2:29](N)[CH2:30][NH2:31].CC1C=CC(S(O)(=O)=O)=CC=1.O.C([O-])(O)=O.[Na+]>C1(C)C=CC=CC=1>[NH:26]1[CH2:29][CH2:30][N:31]=[C:25]1[C:24]1[CH:23]=[CH:22][C:21]([S:18]([C:5]2[C:6]([NH:8][C:9]3[C:10]([CH3:17])=[CH:11][C:12]([CH3:16])=[CH:13][C:14]=3[CH3:15])=[N:7][C:2]([CH3:1])=[N:3][CH:4]=2)(=[O:20])=[O:19])=[CH:28][CH:27]=1 |f:2.3,4.5|. Procedure: A mixture of 4-[2-methyl-4-(2,4,6-trimethyl-phenylamino)-pyrimidine-5-sulfonyl]-benzonitrile (83 mg, 0.21 mmol), prepared by the method described in Example 22, ethylenediamine (0.042 mL, 0.63 mmol), p-TsOH.H2O (59 mg, 0.31 mmol) and toluene (4 mL) was heated at reflux under N2 overnight and then cooled to room temperature. Saturated aqueous NaHCO3 was added, and the mixture was extracted three times with EtOAc. The combined organic layers were washed with brine, dried over Na2SO4, filtered and ... Starting materials: CN(C)C=O, ClCCl, O=C(O)C=Cc1cccc(S(=O)(=O)NCc2cccnc2)c1. The product is O=C(Cl)C=Cc1cccc(S(=O)(=O)NCc2cccnc2)c1. As a reaction SMILES: [CH3:26][N:27]([CH3:28])[CH:29]=[O:30].[Cl:23][CH2:24][Cl:25].[n:1]1[cH:2][c:3]([CH2:7][NH:8][S:9](=[O:10])(=[O:11])[c:12]2[cH:13][c:14]([CH:18]=[CH:19][C:20](=[O:21])[OH:22])[cH:15][cH:16][cH:17]2)[cH:4][cH:5][cH:6]1>>[n:1]1[cH:2][c:3]([CH2:7][NH:8][S:9](=[O:10])(=[O:11])[c:12]2[cH:13][c:14]([CH:18]=[CH:19][C:20](=[O:22])[Cl:23])[cH:15][cH:16][cH:17]2)[cH:4][cH:5][cH:6]1.